From a dataset of the Open Reaction Database (ORD), a public repository of structured organic reaction records. describe an organic reaction: reactants, conditions, products, and yield Starting materials: CON(C(=O)[C@H]1CN(CC1)C(=O)OC(C)(C)C)C (tert-butyl (3R)-3-[methoxy(methyl)carbamoyl]pyrrolidine-1-carboxylate), O1CCCC1 (tetrahydrofuran), C(CC=C)[Mg]Br (3-butenylmagnesium bromide), C1CCOC1 (THF). Reaction conditions: time 4 hour. The product is C(CCCC=C)(=O)[C@H]1CN(CC1)C(=O)OC(C)(C)C (tert-butyl (3R)-3-hex-5-enoylpyrrolidine-1-carboxylate). Isolated yield 96.0%. As a reaction SMILES: CON(C)[C:4]([C@@H:6]1[CH2:10][CH2:9][N:8]([C:11]([O:13][C:14]([CH3:17])([CH3:16])[CH3:15])=[O:12])[CH2:7]1)=[O:5].[CH2:19]([Mg]Br)[CH2:20][CH:21]=[CH2:22].O1CCC[CH2:26]1>>[C:4]([C@@H:6]1[CH2:10][CH2:9][N:8]([C:11]([O:13][C:14]([CH3:15])([CH3:16])[CH3:17])=[O:12])[CH2:7]1)(=[O:5])[CH2:22][CH2:21][CH2:20][CH:19]=[CH2:26]. Reported procedure: In a 500 mL single necked round bottomed flask, a solution of tert-butyl (3R)-3-[methoxy(methyl)carbamoyl]pyrrolidine-1-carboxylate (7.00 g, 27.1 mmol) in tetrahydrofuran (100 mL) was cooled to 0° C. and treated with 0.5 M THF solution of 3-butenylmagnesium bromide (130 mL, 65 mmol) via a pressure equalizing addition funnel over a period of 20 minutes. Once the addition was complete, the cooling bath was removed and the mixture was allowed to warm to room temperature and stir for an additional 4... Starting materials: CC(C)(NC(=O)CCSC(=O)c1ccccc1)C(=O)O, [NH4+], [OH-], O. Yields the product CC(C)(NC(=O)CCS)C(=O)O. RXN SMILES: [C:1](=[O:2])([c:3]1[cH:4][cH:5][cH:6][cH:7][cH:8]1)[S:9][CH2:10][CH2:11][C:12](=[O:13])[NH:14][C:15]([C:16](=[O:17])[OH:18])([CH3:19])[CH3:20].[NH4+:21].[OH-:22].[OH2:23]>>[SH:9][CH2:10][CH2:11][C:12](=[O:13])[NH:14][C:15]([C:16](=[O:17])[OH:18])([CH3:19])[CH3:20]. Starting materials: CO, COC(=O)c1ccc(S(C)(=O)=O)c(CC#N)c1Cl, Cl, [Na+], [OH-]. The product is CS(=O)(=O)c1ccc(C(=O)O)c(Cl)c1CC#N. As a reaction SMILES: [CH3:22][OH:23].[Cl:1][c:2]1[c:3]([C:4](=[O:5])[O:6][CH3:7])[cH:8][cH:9][c:10]([S:15](=[O:16])(=[O:17])[CH3:18])[c:11]1[CH2:12][C:13]#[N:14].[ClH:21].[Na+:20].[OH-:19]>>[Cl:1][c:2]1[c:3]([C:4](=[O:5])[OH:6])[cH:8][cH:9][c:10]([S:15](=[O:16])(=[O:17])[CH3:18])[c:11]1[CH2:12][C:13]#[N:14]. Starting materials: CCN(CC)CC(=O)c1cccc2ccccc12, CO, Cl, [K+], NO, [OH-], O. Product: CCN(CC)CC(=NO)c1cccc2ccccc12. Reaction SMILES: [CH2:6]([CH3:7])[N:8]([CH2:9][C:10](=[O:11])[c:12]1[cH:13][cH:14][cH:15][c:16]2[cH:17][cH:18][cH:19][cH:20][c:21]12)[CH2:22][CH3:23].[CH3:24][OH:25].[ClH:3].[K+:2].[NH2:4][OH:5].[OH-:1].[OH2:26]>>[OH:1][N:4]=[C:10]([CH2:9][N:8]([CH2:6][CH3:7])[CH2:22][CH3:23])[c:12]1[cH:13][cH:14][cH:15][c:16]2[cH:17][cH:18][cH:19][cH:20][c:21]12. Starting materials: CCC(=O)Cl, N#CN=C1NCCN1, ClCCl, Cl, [H-], [H][H], [Na+], CN(C)C=O, O. The product is CCC(=O)N1CCNC1=NC#N. RXN SMILES: [C:13]([CH2:14][CH3:15])(=[O:16])[Cl:17].[C:1](#[N:2])[N:3]=[C:4]1[NH:5][CH2:6][CH2:7][NH:8]1.[Cl:24][CH2:25][Cl:26].[ClH:18].[H-:9].[H:11][H:12].[Na+:10].[O:19]=[CH:20][N:21]([CH3:22])[CH3:23].[OH2:27]>>[C:1](#[N:2])[N:3]=[C:4]1[N:5]([C:13]([CH2:14][CH3:15])=[O:16])[CH2:6][CH2:7][NH:8]1. Reactants: C(C1=CC=CC=C1)C=1N=NC(=C(C1C)C)Cl (3-benzyl-6-chloro-4,5-dimethylpyridazine), CC1(OB(OC1(C)C)C1=CCN(CC1)C(=O)OC(C)(C)C)C (tert-butyl 4-(4,4,5,5-tetramethyl-1,3,2-dioxaborolan-2-yl)-5,6-dihydropyridine-1(2H)-carboxylate), C([O-])([O-])=O.[K+].[K+] (potassium carbonate). Reagents/catalysts: C=1C=CC(=CC1)[P](C=2C=CC=CC2)(C=3C=CC=CC3)[Pd]([P](C=4C=CC=CC4)(C=5C=CC=CC5)C=6C=CC=CC6)([P](C=7C=CC=CC7)(C=8C=CC=CC8)C=9C=CC=CC9)[P](C=1C=CC=CC1)(C=1C=CC=CC1)C=1C=CC=CC1 (Pd(PPh3)4). Solvent: CN(C)C=O (DMF). Reaction conditions: temperature 100 celsius. Yields the product C(C)(C)(C)OC(=O)N1CCC(=CC1)C=1N=NC(=C(C1C)C)CC1=CC=CC=C1 (4-(6-Benzyl-4,5-dimethyl-pyridazin-3-yl)-3,6-dihydro-2H-pyridine-1-carboxylic acid tert-butyl ester). Yield: 76.6%. Reaction SMILES: [CH2:1]([C:8]1[N:9]=[N:10][C:11](Cl)=[C:12]([CH3:15])[C:13]=1[CH3:14])[C:2]1[CH:7]=[CH:6][CH:5]=[CH:4][CH:3]=1.CC1(C)C(C)(C)OB([C:25]2[CH2:30][CH2:29][N:28]([C:31]([O:33][C:34]([CH3:37])([CH3:36])[CH3:35])=[O:32])[CH2:27][CH:26]=2)O1.C(=O)([O-])[O-].[K+].[K+]>CN(C=O)C.C1C=CC([P]([Pd]([P](C2C=CC=CC=2)(C2C=CC=CC=2)C2C=CC=CC=2)([P](C2C=CC=CC=2)(C2C=CC=CC=2)C2C=CC=CC=2)[P](C2C=CC=CC=2)(C2C=CC=CC=2)C2C=CC=CC=2)(C2C=CC=CC=2)C2C=CC=CC=2)=CC=1>[C:34]([O:33][C:31]([N:28]1[CH2:27][CH:26]=[C:25]([C:11]2[N:10]=[N:9][C:8]([CH2:1][C:2]3[CH:7]=[CH:6][CH:5]=[CH:4][CH:3]=3)=[C:13]([CH3:14])[C:12]=2[CH3:15])[CH2:30][CH2:29]1)=[O:32])([CH3:37])([CH3:35])[CH3:36] |f:2.3.4,^1:53,55,74,93|. Procedure: To a solution of 3-benzyl-6-chloro-4,5-dimethylpyridazine (800 mg, 3.44 mmol) in 20 mL DMF is added tert-butyl 4-(4,4,5,5-tetramethyl-1,3,2-dioxaborolan-2-yl)-5,6-dihydropyridine-1(2H)-carboxylate (1.3 g, 4.1 mmol), followed with potassium carbonate (1.43 g, 10.3 mmol) and Pd(PPh3)4 (397 mg, 0.344 mmol) in a round bottom flask. The vial is evacuated and flushed with nitrogen. The reaction mixture is heated to 100° C. for 16 h. The mixture is filtered through Celite and the filtrate is concentrat... The reactants are ClCCS(=O)(=O)C1=CC=CC=C1 ([(2-chloroethyl)sulfonyl]benzene), C(C)N(CC)CCCCN (4-(N,N-diethylamino)-1-butanamine), C(C(=O)O)(=O)O (oxalic acid). The solvent is C(C)#N (acetonitrile). Run at time 16 hour. The product is O.C(C(=O)O)(=O)O.C(C)N(CCCCNCCS(=O)(=O)C1=CC=CC=C1)CC (N,N-Diethyl-N'-[2-(phenylsulfonyl)ethyl]-1,4-butanediamine oxalate hydrate). Yield: 164.4%. As a reaction SMILES: Cl[CH2:2][CH2:3][S:4]([C:7]1[CH:12]=[CH:11][CH:10]=[CH:9][CH:8]=1)(=[O:6])=[O:5].[CH2:13]([N:15]([CH2:18][CH2:19][CH2:20][CH2:21][NH2:22])[CH2:16][CH3:17])[CH3:14].[C:23]([OH:28])(=[O:27])[C:24]([OH:26])=[O:25]>C(#N)C>[OH2:5].[C:23]([OH:28])(=[O:27])[C:24]([OH:26])=[O:25].[CH2:13]([N:15]([CH2:16][CH3:17])[CH2:18][CH2:19][CH2:20][CH2:21][NH:22][CH2:2][CH2:3][S:4]([C:7]1[CH:12]=[CH:11][CH:10]=[CH:9][CH:8]=1)(=[O:6])=[O:5])[CH3:14] |f:4.5.6|. Reported procedure: A mixture of 28.2 g (0.138 mole) of [(2-chloroethyl)sulfonyl]benzene and 20.0 g (0.139 mole) of 4-(N,N-diethylamino)-1-butanamine in 700 ml of acetonitrile was stirred at room temperature for 16 hr. The solvent was removed in vacuo, and the residue was partitioned between methylene chloride and dilute sodium hydroxide. The methylene chloride solution was dried over magnesium sulfate, and the solvent was removed in vacuo. The residue was dissolved in methanol, a solution of 25.0 g (0.278 mole) of... Starting materials: CC(C)(C)OC(=O)NC1CCCc2cc(CO)ccc21, ClCCl, O=[Mn]=O. Product: CC(C)(C)OC(=O)NC1CCCc2cc(C=O)ccc21. Reaction SMILES: [C:1]([CH3:2])([CH3:3])([CH3:4])[O:5][C:6]([NH:7][CH:8]1[CH2:9][CH2:10][CH2:11][c:12]2[cH:13][c:14]([CH2:18][OH:19])[cH:15][cH:16][c:17]21)=[O:20].[Cl:21][CH2:22][Cl:23].[O:24]=[Mn:25]=[O:26]>>[C:1]([CH3:2])([CH3:3])([CH3:4])[O:5][C:6]([NH:7][CH:8]1[CH2:9][CH2:10][CH2:11][c:12]2[cH:13][c:14]([CH:18]=[O:19])[cH:15][cH:16][c:17]21)=[O:20].